This data is from the Open Reaction Database (ORD), a public repository of structured organic reaction records. The task is: describe an organic reaction: reactants, conditions, products, and yield Reported procedure: The title compound was prepared according to the procedure of Intermediate 33 from 3.97-g (20 mmol) of 4-fluorobenzenesulfonyl chloride and 3.11 g (50 mmol) of ethanolamine, yielding 3.0 g of a white solid; m.p. 77-78° C.; MS (ES) m/z 219.8 (MH+); HRMS (EI) Calcd. for C8H10FNO3S (M+): 219.0366, Found: 219.0369. Yields the product FC1=CC=C(C=C1)S(=O)(=O)NCCO (4-Fluoro-N-(2-hydroxyethyl)-benzenesulfonamide), white solid. Starting materials: FC1=CC=C(C=C1)S(=O)(=O)Cl (4-fluorobenzenesulfonyl chloride), C(O)CN (ethanolamine), Intermediate 33, 3.97-g. As a reaction SMILES: [F:1][C:2]1[CH:7]=[CH:6][C:5]([S:8](Cl)(=[O:10])=[O:9])=[CH:4][CH:3]=1.[CH2:12]([CH2:14][NH2:15])[OH:13]>>[F:1][C:2]1[CH:7]=[CH:6][C:5]([S:8]([NH:15][CH2:14][CH2:12][OH:13])(=[O:10])=[O:9])=[CH:4][CH:3]=1. The solvent is CO (methanol), C1CCOC1 (THF), CO (methanol), C1CCOC1 (THF). Procedure details: A solution of 3.6 g of 2-hydroxyethyl hydrazine in 5 ml of methanol and 20 ml of THF was added over 1.5 hours to a mixture of 6.09 g of 1-chloro-7-methoxy-4-nitro-9(10H)-acridinone in 75 ml of methanol and 55 ml of THF, and the resulting suspension was stirred 20 hours at room temperature. The precipitate was coliected and recrystallized from DMSC-methanol, providing 9=methoxypyrazolo[3,4,5-kl]acridine-2(6H)ethanol, mp 275°-276 C. The reactants are OCCNN (2-hydroxyethyl hydrazine), ClC1=CC=C(C=2NC3=CC=C(C=C3C(C12)=O)OC)[N+](=O)[O-] (1-chloro-7-methoxy-4-nitro-9(10H)-acridinone). Conditions: time 20 hour. Product: COC1=CC=C2NC=3C=CC=CC3C=3C2=C1N(N3)CCO (methoxypyrazolo[3,4,5-kl]acridine-2(6H)ethanol). As a reaction SMILES: [OH:1][CH2:2][CH2:3][NH:4][NH2:5].Cl[C:7]1[C:20]2[C:19](=O)[C:18]3[C:13](=[CH:14][CH:15]=[C:16]([O:22][CH3:23])[CH:17]=3)[NH:12][C:11]=2[C:10]([N+]([O-])=O)=[CH:9][CH:8]=1>CO.C1COCC1>[CH3:23][O:22][C:16]1[C:17]2[N:4]([CH2:3][CH2:2][OH:1])[N:5]=[C:19]3[C:18]=2[C:13]([NH:12][C:11]2[CH:10]=[CH:9][CH:8]=[CH:7][C:20]=23)=[CH:14][CH:15]=1. The reactants are C(C)OC(=O)C=1C(=NC(=NC1)C1=NC=CC=C1)C (4-methyl-2-pyridin-2-yl-pyrimidine-5-carboxylic acid ethyl ester), [Li+].[OH-] (LiOH), C1CCOC1 (THF), CO (MeOH). Isolated yield 95.7%. Reported procedure: A solution of 4-methyl-2-pyridin-2-yl-pyrimidine-5-carboxylic acid ethyl ester (26.7 mmol) and LiOH (53.4 mmol) in a 1:1:1 solution of THF, MeOH and water (200 mL) is stir at rt overnight. The THF/MeOH is evaporated, and the aqueous solution is treated with 10% aqueous HCl to adjust the pH to between 1.5 and 2.5. The solid is filtered off, washed with water and dried in vacuo to yield 4-methyl-2-pyridin-2-yl-pyrimidine-5-carboxylic acid (5.50 g, 96%) as a solid. MS: 233 (M+H); 1H 1H NMR (300 MHz... As a reaction SMILES: C([O:3][C:4]([C:6]1[C:7]([CH3:18])=[N:8][C:9]([C:12]2[CH:17]=[CH:16][CH:15]=[CH:14][N:13]=2)=[N:10][CH:11]=1)=[O:5])C.[Li+].[OH-].C1COCC1.CO>O>[CH3:18][C:7]1[C:6]([C:4]([OH:5])=[O:3])=[CH:11][N:10]=[C:9]([C:12]2[CH:17]=[CH:16][CH:15]=[CH:14][N:13]=2)[N:8]=1 |f:1.2|. Yields the product CC1=NC(=NC=C1C(=O)O)C1=NC=CC=C1 (4-methyl-2-pyridin-2-yl-pyrimidine-5-carboxylic acid). Run in O (water). Reactants: CS(=O)(=O)Cl, CNc1ccc2c(c1)N(C1CCN(CCc3ccc(F)cc3)CC1)CC2. Product: Cl, CN(c1ccc2c(c1)N(C1CCN(CCc3ccc(F)cc3)CC1)CC2)S(C)(=O)=O. RXN SMILES: [CH3:27][S:28]([Cl:29])(=[O:30])=[O:31].[F:1][c:2]1[cH:3][cH:4][c:5]([CH2:6][CH2:7][N:8]2[CH2:9][CH2:10][CH:11]([N:14]3[CH2:15][CH2:16][c:17]4[cH:18][cH:19][c:20]([NH:23][CH3:24])[cH:21][c:22]43)[CH2:12][CH2:13]2)[cH:25][cH:26]1>>[ClH:29].[F:1][c:2]1[cH:3][cH:4][c:5]([CH2:6][CH2:7][N:8]2[CH2:9][CH2:10][CH:11]([N:14]3[CH2:15][CH2:16][c:17]4[cH:18][cH:19][c:20]([N:23]([CH3:24])[S:28]([CH3:27])(=[O:30])=[O:31])[cH:21][c:22]43)[CH2:12][CH2:13]2)[cH:25][cH:26]1.